From a dataset of the Open Reaction Database (ORD), a public repository of structured organic reaction records. describe an organic reaction: reactants, conditions, products, and yield Starting materials: COc1ccc2c(C#N)cccc2c1C(F)(F)F, CO, [K+], [OH-], O. Yields the product COc1ccc2c(C(=O)O)cccc2c1C(F)(F)F. As a reaction SMILES: [CH3:1][O:2][c:3]1[c:4]([C:15]([F:16])([F:17])[F:18])[c:5]2[cH:6][cH:7][cH:8][c:9]([C:13]#[N:14])[c:10]2[cH:11][cH:12]1.[CH3:21][OH:22].[K+:20].[OH-:19].[OH2:23]>>[CH3:1][O:2][c:3]1[c:4]([C:15]([F:16])([F:17])[F:18])[c:5]2[cH:6][cH:7][cH:8][c:9]([C:13](=[O:19])[OH:22])[c:10]2[cH:11][cH:12]1. Starting materials: CCOC(=O)C (EtOAc), [Si](C)(C)(C)OS(=O)(=O)C(F)(F)F (TMSOTf), C(C=C)O (allyl alcohol), ClC(C(=N)O[C@@H]1[C@@H]([C@@H](OC(C)=O)[C@H](OC(C)=O)[C@H](O1)COC(C)=O)NC(C(Cl)(Cl)Cl)=O)(Cl)Cl (3,4,6-tri-O-acetyl-2-deoxy-2-trichloroacetamido-α-D-glucopyranose trichloroacetimidate). Run in C(Cl)Cl (DCM), C(C)N(CC)CC (triethylamine). Reaction conditions: temperature -78 celsius. Product: C(C)(=O)O[C@@H]1[C@H]([C@H](OCC=C)O[C@@H]([C@H]1OC(C)=O)COC(C)=O)NC(C(Cl)(Cl)Cl)=O (Allyl 3,4,6-tri-O-acetyl-2-deoxy-2-trichloroacetamido-β-D-glucopyranoside). The yield is 83.3%. RXN SMILES: [Si](OS(C(F)(F)F)(=O)=O)(C)(C)C.[CH2:13](O)C=C.Cl[C:18](Cl)(Cl)[C:19]([O:21][C@H:22]1[O:35][C@H:34]([CH2:36][O:37][C:38](=[O:40])[CH3:39])[C@@H:29]([O:30][C:31](=[O:33])[CH3:32])[C@H:24]([O:25][C:26](=[O:28])[CH3:27])[C@H:23]1[NH:41][C:42](=[O:47])[C:43]([Cl:46])([Cl:45])[Cl:44])=N.CCOC(C)=O>C(Cl)Cl.C(N(CC)CC)C>[C:26]([O:25][C@H:24]1[C@H:29]([O:30][C:31](=[O:33])[CH3:32])[C@@H:34]([CH2:36][O:37][C:38](=[O:40])[CH3:39])[O:35][C@@H:22]([O:21][CH2:19][CH:18]=[CH2:13])[C@@H:23]1[NH:41][C:42](=[O:47])[C:43]([Cl:46])([Cl:45])[Cl:44])(=[O:28])[CH3:27]. Procedure details: TMSOTf (830.0 μL, 4.6 mmol, 0.2 eq.) is added to a solution of allyl alcohol (3.1 mL, 46.0 mmol, 2 eq.) and of donor 1 (13.7 g, 23.0 mmol, 1 eq.) in DCM (160 mL), in the presence of molecular sieve 4 Å (8.9 g), stirred under argon at −78° C. After stirring for 30 min, monitoring by TLC (Tol/EtOAc, 8/2) indicates the disappearance of the donor (Rf=0.5) and the appearance of a new, more polar compound (Rf=0.35). The reaction is stopped by adding triethylamine (1 mL) and then the reaction mixture i... Run in CN(C)C=O (DMF). Yields the product COC=1C=C(C=O)C=CC1[N+](=O)[O-] (3-Methoxy-4-nitro-benzaldehyde). RXN SMILES: [OH:1][C:2]1[CH:3]=[C:4]([CH:7]=[CH:8][C:9]=1[N+:10]([O-:12])=[O:11])[CH:5]=[O:6].IC.[C:15]([O-])([O-])=O.[K+].[K+].O>CN(C=O)C>[CH3:15][O:1][C:2]1[CH:3]=[C:4]([CH:7]=[CH:8][C:9]=1[N+:10]([O-:12])=[O:11])[CH:5]=[O:6] |f:2.3.4|. The reactants are O (water), OC=1C=C(C=O)C=CC1[N+](=O)[O-] (3-hydroxy-4-nitrobenzaldehyde), IC (iodomethane), C(=O)([O-])[O-].[K+].[K+] (K2CO3). Reaction conditions: temperature 60 celsius, time 1 hour. Reported procedure: A mixture of 3-hydroxy-4-nitrobenzaldehyde (51.3 g), iodomethane (38.3 ml) and K2CO3 (85 g) in DMF (250 ml) was stirred at 60° C. for 1 h. The reaction mixture was cooled to room temperature and poured into water (600 ml). The solids were collected by filtration and dried in vacuo (50° C.). The reactants are CP(O)(=O)C(C)OC1=C(C=CC(=C1)OC1=C(C=C(C=C1)C(F)(F)F)Cl)[N+](=O)[O-] (P-methyl-α-[2-nitro-5-(2-chloro-4-trifluoromethylphenoxy)phenoxy]-ethylphosphinic acid), BrCC(=O)OC (methyl bromoacetate), C([O-])([O-])=O.[K+].[K+] (potassium carbonate). Run in CC(CC)=O (2-butanone). Yields the product CP(OCC(=O)OC)(=O)C(C)OC1=C(C=CC(=C1)OC1=C(C=C(C=C1)C(F)(F)F)Cl)[N+](=O)[O-] (methoxycarbonylmethyl P-methyl-α-[2-nitro-5-(2-chloro-4-trifluoromethylphenoxy)phenoxyl]ethylphosphinate). Reaction SMILES: [CH3:1][P:2]([CH:5]([O:7][C:8]1[CH:13]=[C:12]([O:14][C:15]2[CH:20]=[CH:19][C:18]([C:21]([F:24])([F:23])[F:22])=[CH:17][C:16]=2[Cl:25])[CH:11]=[CH:10][C:9]=1[N+:26]([O-:28])=[O:27])[CH3:6])(=[O:4])[OH:3].Br[CH2:30][C:31]([O:33][CH3:34])=[O:32].C(=O)([O-])[O-].[K+].[K+]>CC(=O)CC>[CH3:1][P:2]([CH:5]([O:7][C:8]1[CH:13]=[C:12]([O:14][C:15]2[CH:20]=[CH:19][C:18]([C:21]([F:22])([F:24])[F:23])=[CH:17][C:16]=2[Cl:25])[CH:11]=[CH:10][C:9]=1[N+:26]([O-:28])=[O:27])[CH3:6])(=[O:3])[O:4][CH2:30][C:31]([O:33][CH3:34])=[O:32] |f:2.3.4|. Reported procedure: A mixture of the phosphinic acid of Example 20 (0.50 g, 1.1 mmol), methyl bromoacetate (0.2 ml, 2.2 mmol), potassium carbonate (0.24 g, 1.6 mmol) and 2-butanone (20 ml) is heated under reflux overnight. It is then filtered and the filtrate is concentrated to dryness. The crude product is purified by prep. TLC (60% ethyl acetate/hexane) to give methoxycarbonylmethyl P-methyl-α-[2-nitro-5-(2-chloro-4-trifluoromethylphenoxy)phenoxyl]ethylphosphinate. Starting materials: Fc1ccc(F)c(Cl)c1, [K+], O=[N+]([O-])[O-], O=S(=O)(O)O. Yields the product O=[N+]([O-])c1cc(F)c(Cl)cc1F. RXN SMILES: [Cl:1][c:2]1[c:3]([F:9])[cH:4][cH:5][c:6]([F:8])[cH:7]1.[K+:14].[N+:10](=[O:11])([O-:12])[O-:13].[S:15](=[O:16])(=[O:17])([OH:18])[OH:19]>>[Cl:1][c:2]1[c:3]([F:9])[cH:4][c:5]([N+:10](=[O:11])[O-:12])[c:6]([F:8])[cH:7]1. Starting materials: carboplatin, CC1=C2[C@H](C(=O)[C@@]3([C@H](C[C@@H]4[C@]([C@H]3[C@@H]([C@@](C2(C)C)(C[C@@H]1OC(=O)[C@@H]([C@H](C=5C=CC=CC5)NC(=O)C=6C=CC=CC6)O)O)OC(=O)C=7C=CC=CC7)(CO4)OC(=O)C)O)C)OC(=O)C (paclitaxel), carboplatin, CC1=C2[C@H](C(=O)[C@@]3([C@H](C[C@@H]4[C@]([C@H]3[C@@H]([C@@](C2(C)C)(C[C@@H]1OC(=O)[C@@H]([C@H](C=5C=CC=CC5)NC(=O)C=6C=CC=CC6)O)O)OC(=O)C=7C=CC=CC7)(CO4)OC(=O)C)O)C)OC(=O)C (paclitaxel), carboplatin, CC1=C2[C@H](C(=O)[C@@]3([C@H](C[C@@H]4[C@]([C@H]3[C@@H]([C@@](C2(C)C)(C[C@@H]1OC(=O)[C@@H]([C@H](C=5C=CC=CC5)NC(=O)C=6C=CC=CC6)O)O)OC(=O)C=7C=CC=CC7)(CO4)OC(=O)C)O)C)OC(=O)C (paclitaxel). Conditions: time 12 day. The product is Carboplatin Paclitaxel. As a reaction SMILES: [CH2:1]1[CH2:4][C:3]2([C:10](=[O:11])[O:9][Pt:8]([NH3:13])([NH3:12])[O:7][C:5]2=[O:6])[CH2:2]1.[CH3:14][C:15]1[C@@H:32]([O:33][C:34]([C@H:36]([OH:53])[C@@H:37]([NH:44][C:45]([C:47]2[CH:48]=[CH:49][CH:50]=[CH:51][CH:52]=2)=[O:46])[C:38]2[CH:39]=[CH:40][CH:41]=[CH:42][CH:43]=2)=[O:35])[CH2:31][C@:27]2([OH:54])[C:28]([CH3:30])([CH3:29])[C:16]=1[C@@H:17]([O:72][C:73]([CH3:75])=[O:74])[C:18]([C@@:20]1([CH3:71])[C@H:25]([C@@H:26]2[O:55][C:56]([C:58]2[CH:59]=[CH:60][CH:61]=[CH:62][CH:63]=2)=[O:57])[C@:24]2([O:66][C:67]([CH3:69])=[O:68])[CH2:64][O:65][C@@H:23]2[CH2:22][C@@H:21]1[OH:70])=[O:19]>>[CH2:1]1[CH2:4][C:3]2([C:5](=[O:6])[O:7][Pt:8]([NH3:13])([NH3:12])[O:9][C:10]2=[O:11])[CH2:2]1.[CH3:14][C:15]1[C@@H:32]([O:33][C:34]([C@H:36]([OH:53])[C@@H:37]([NH:44][C:45]([C:47]2[CH:52]=[CH:51][CH:50]=[CH:49][CH:48]=2)=[O:46])[C:38]2[CH:39]=[CH:40][CH:41]=[CH:42][CH:43]=2)=[O:35])[CH2:31][C@:27]2([OH:54])[C:28]([CH3:29])([CH3:30])[C:16]=1[C@@H:17]([O:72][C:73]([CH3:75])=[O:74])[C:18]([C@@:20]1([CH3:71])[C@H:25]([C@@H:26]2[O:55][C:56]([C:58]2[CH:63]=[CH:62][CH:61]=[CH:60][CH:59]=2)=[O:57])[C@:24]2([O:66][C:67]([CH3:69])=[O:68])[CH2:64][O:65][C@@H:23]2[CH2:22][C@@H:21]1[OH:70])=[O:19] |f:2.3|. Reported procedure: Control mice received the saline vehicular control by interperitoneal (i.p.) injection every day for 12 days. A constant dose of SorC13 (300 mg/kg) was used throughout the experiments and injected i.p. every day for 12 days. Low (20 mg/kg carboplatin, 6 mg/kg paclitaxel), medium (40 mg carboplatin, 12 mg/kg paclitaxel) and high (60 mg/kg carboplatin, 24 mg/kg paclitaxel) doses of CAT were injected i.p. on days 1, 4, 8 and 11 as set out in Table 10. Reactants: COC(=O)C(C)(C)CC(CC=Cc1cccnc1)CCCCO[Si](C)(C)C(C)(C)C, CCO. Product: COC(=O)C(C)(C)CC(CCCCO[Si](C)(C)C(C)(C)C)CCCc1cccnc1. As a reaction SMILES: [CH3:1][C:2]([C:3](=[O:4])[O:5][CH3:6])([CH2:7][CH:8]([CH2:9][CH2:10][CH2:11][CH2:12][O:13][Si:14]([CH3:15])([CH3:16])[C:17]([CH3:18])([CH3:19])[CH3:20])[CH2:21][CH:22]=[CH:23][c:24]1[cH:25][n:26][cH:27][cH:28][cH:29]1)[CH3:30].[CH3:31][CH2:32][OH:33]>>[CH3:1][C:2]([C:3](=[O:4])[O:5][CH3:6])([CH2:7][CH:8]([CH2:9][CH2:10][CH2:11][CH2:12][O:13][Si:14]([CH3:15])([CH3:16])[C:17]([CH3:18])([CH3:19])[CH3:20])[CH2:21][CH2:22][CH2:23][c:24]1[cH:25][n:26][cH:27][cH:28][cH:29]1)[CH3:30]. Starting materials: O=C1NCN(c2ccc(Br)cc2)C12CCNCC2, O=C([O-])[O-], CN(C)C=O, Fc1ccc(C2(c3ccc(F)cc3)C=CC(Cl)CC2)cc1, [I-], [K+], [K+], [K+], O. Product: O=C1NCN(c2ccc(Br)cc2)C12CCN(C1C=CC(c3ccc(F)cc3)(c3ccc(F)cc3)CC1)CC2. As a reaction SMILES: [Br:22][c:23]1[cH:24][cH:25][c:26]([N:29]2[CH2:30][NH:31][C:32](=[O:39])[C:33]23[CH2:34][CH2:35][NH:36][CH2:37][CH2:38]3)[cH:27][cH:28]1.[C:40](=[O:41])([O-:42])[O-:43].[CH3:49][N:50]([CH3:51])[CH:52]=[O:53].[F:1][c:2]1[cH:3][cH:4][c:5]([C:8]2([c:15]3[cH:16][cH:17][c:18]([F:21])[cH:19][cH:20]3)[CH:9]=[CH:10][CH:11]([Cl:14])[CH2:12][CH2:13]2)[cH:6][cH:7]1.[I-:47].[K+:44].[K+:45].[K+:46].[OH2:48]>>[F:1][c:2]1[cH:3][cH:4][c:5]([C:8]2([c:15]3[cH:16][cH:17][c:18]([F:21])[cH:19][cH:20]3)[CH:9]=[CH:10][CH:11]([N:36]3[CH2:35][CH2:34][C:33]4([N:29]([c:26]5[cH:25][cH:24][c:23]([Br:22])[cH:28][cH:27]5)[CH2:30][NH:31][C:32]4=[O:39])[CH2:38][CH2:37]3)[CH2:12][CH2:13]2)[cH:6][cH:7]1.